Dataset: the Open Reaction Database (ORD), a public repository of structured organic reaction records. Task: describe an organic reaction: reactants, conditions, products, and yield Starting materials: COC=1C=C(C(=O)N)C=CC1CN1CCCC1 (3-Methoxy-4-[(1-pyrrolidinyl)methyl]benzamide), [H-].[Al+3].[Li+].[H-].[H-].[H-] (lithium aluminum hydride), amide. The solvent is C1CCOC1 (THF). Conditions: time 15 minute. Yields the product COC=1C=C(CN)C=CC1CN1CCCC1 (3-Methoxy-4-[(1-pyrrolidinyl)methyl]benzylamine). Isolated yield 75.5%. Reaction SMILES: [CH3:1][O:2][C:3]1[CH:4]=[C:5]([CH:9]=[CH:10][C:11]=1[CH2:12][N:13]1[CH2:17][CH2:16][CH2:15][CH2:14]1)[C:6]([NH2:8])=O.[H-].[Al+3].[Li+].[H-].[H-].[H-]>C1COCC1>[CH3:1][O:2][C:3]1[CH:4]=[C:5]([CH:9]=[CH:10][C:11]=1[CH2:12][N:13]1[CH2:17][CH2:16][CH2:15][CH2:14]1)[CH2:6][NH2:8] |f:1.2.3.4.5.6|. Procedure details: 3-Methoxy-4-[(1-pyrrolidinyl)methyl]benzamide (11.2 g, 47.8 mmol) was combined with lithium aluminum hydride (3.8 g 100 mmol, 2.10 eq.) in dry THF (320 mL). The reaction was heated at reflux until all of the starting amide had been consumed by tlc (9:1 CHCl3:MeOH, 1% TEA). The reaction mixture was allowed to cool to room temperature then water (5 mL) slowly was added. After 15 min, aqueous sodium hydroxide (5 mL of 15% w/v) was added followed by more water (15 mL). After 10 min, the reaction mix... Starting materials: CO, [H][H], CC(C)(C)OC(=O)N1CCN(c2ccc([N+](=O)[O-])c(N)c2)CC1. Product: CC(C)(C)OC(=O)N1CCN(c2ccc(N)c(N)c2)CC1. RXN SMILES: [CH3:26][OH:27].[H:24][H:25].[NH2:1][c:2]1[cH:3][c:4]([N:11]2[CH2:12][CH2:13][N:14]([C:17](=[O:18])[O:19][C:20]([CH3:21])([CH3:22])[CH3:23])[CH2:15][CH2:16]2)[cH:5][cH:6][c:7]1[N+:8]([O-:9])=[O:10]>>[NH2:1][c:2]1[cH:3][c:4]([N:11]2[CH2:12][CH2:13][N:14]([C:17](=[O:18])[O:19][C:20]([CH3:21])([CH3:22])[CH3:23])[CH2:15][CH2:16]2)[cH:5][cH:6][c:7]1[NH2:8]. The reactants are C1CCOC1, Cl, [Na+], [OH-], O, CCOC(=O)C1CN(Cc2ccccc2)CCC1O. The product is O=C(O)C1CN(Cc2ccccc2)CCC1O. As a reaction SMILES: [CH2:23]1[O:24][CH2:25][CH2:26][CH2:27]1.[ClH:22].[Na+:21].[OH-:20].[OH2:28].[OH:1][CH:2]1[CH:3]([C:15](=[O:16])[O:17][CH2:18][CH3:19])[CH2:4][N:5]([CH2:8][c:9]2[cH:10][cH:11][cH:12][cH:13][cH:14]2)[CH2:6][CH2:7]1>>[OH:1][CH:2]1[CH:3]([C:15](=[O:16])[OH:17])[CH2:4][N:5]([CH2:8][c:9]2[cH:10][cH:11][cH:12][cH:13][cH:14]2)[CH2:6][CH2:7]1. Reactants: CO, COC(=O)c1cccc(NC(=O)NCC(=O)N2C(C(=O)OC(C)(C)C)CC(S(=O)(=O)c3ccc(C)cc3)C2c2ccccc2F)c1, [K+], [OH-], O. Product: Cc1ccc(S(=O)(=O)C2CC(C(=O)OC(C)(C)C)N(C(=O)CNC(=O)Nc3cccc(C(=O)O)c3)C2c2ccccc2F)cc1. As a reaction SMILES: [CH3:49][OH:50].[F:1][c:2]1[c:3]([CH:8]2[CH:9]([S:37](=[O:38])(=[O:39])[c:40]3[cH:41][cH:42][c:43]([CH3:46])[cH:44][cH:45]3)[CH2:10][CH:11]([C:30](=[O:31])[O:32][C:33]([CH3:34])([CH3:35])[CH3:36])[N:12]2[C:13]([CH2:14][NH:15][C:16](=[O:17])[NH:18][c:19]2[cH:20][c:21]([C:25](=[O:26])[O:27][CH3:28])[cH:22][cH:23][cH:24]2)=[O:29])[cH:4][cH:5][cH:6][cH:7]1.[K+:48].[OH-:47].[OH2:51]>>[F:1][c:2]1[c:3]([CH:8]2[CH:9]([S:37](=[O:38])(=[O:39])[c:40]3[cH:41][cH:42][c:43]([CH3:46])[cH:44][cH:45]3)[CH2:10][CH:11]([C:30](=[O:31])[O:32][C:33]([CH3:34])([CH3:35])[CH3:36])[N:12]2[C:13]([CH2:14][NH:15][C:16](=[O:17])[NH:18][c:19]2[cH:20][c:21]([C:25](=[O:26])[OH:27])[cH:22][cH:23][cH:24]2)=[O:29])[cH:4][cH:5][cH:6][cH:7]1.